From a dataset of the Open Reaction Database (ORD), a public repository of structured organic reaction records. describe an organic reaction: reactants, conditions, products, and yield Reactants: Cl.ClCC1N=C2C=3NC(=NC3N(C(N2C1)=O)CCC)C1CCCC1 (8-Chloromethyl-2-cyclopentyl-7,8-dihydro-4-(n-propyl)-1H-imidazo[2,1-i]purin-5(4H)-one hydrochloride), NC1=CC=CC=C1 (aniline), C(O)([O-])=O.[Na+] (sodium hydrogen carbonate). Run in O (water), O (water). Reaction conditions: temperature 70 celsius. The product is Cl.Cl.C1(CCCC1)C1=NC=2N(C(N3C(C2N1)=NC(C3)CNC3=CC=CC=C3)=O)CCC (2-Cyclopentyl-7,8-dihydro-8-phenylaminomethyl-4-(n-propyl)-1H-imidazo[2,1-i]purin-5(4H)-one dihydrochloride). Yield: 16.1%. RXN SMILES: [ClH:1].[Cl:2][CH2:3][CH:4]1[CH2:15][N:14]2[C:6]([C:7]3[NH:8][C:9]([CH:20]4[CH2:24][CH2:23][CH2:22][CH2:21]4)=[N:10][C:11]=3[N:12]([CH2:17][CH2:18][CH3:19])[C:13]2=[O:16])=[N:5]1.[NH2:25][C:26]1[CH:31]=[CH:30][CH:29]=[CH:28][CH:27]=1.C(=O)([O-])O.[Na+]>O>[ClH:2].[ClH:1].[CH:20]1([C:9]2[NH:8][C:7]3[C:6]4=[N:5][CH:4]([CH2:3][NH:25][C:26]5[CH:31]=[CH:30][CH:29]=[CH:28][CH:27]=5)[CH2:15][N:14]4[C:13](=[O:16])[N:12]([CH2:17][CH2:18][CH3:19])[C:11]=3[N:10]=2)[CH2:24][CH2:23][CH2:22][CH2:21]1 |f:0.1,3.4,6.7.8|. Reported procedure: To Compound 26 (12 mg, 0.04 mmol) obtained in Example 26 were added water (3 mL), aniline (20 mg, 0.24 mmol, 6.0 equivalents) and sodium hydrogen carbonate (62 mg, 0.74 mmol, 18.5 equivalents), and the mixture was stirred with heating at 70° C. for 2 hours. To the reaction solution was added water, the mixture was extracted with ethyl acetate, and the extract was washed with saturated aqueous sodium chloride, dried over anhydrous magnesium sulfate and concentrated. The residue was purified by si... Starting materials: N#N (N2), CN[C@H]1[C@@H](CCCC1)NC (trans-N,N′-dimethylcyclohexane-1,2-diamine), BrC1=CC=C2C(=N1)N(C1=C2C(N(CC1)C(=O)OC(C)(C)C)=O)C (tert-Butyl 2-bromo-9-methyl-5-oxo-5,7,8,9-tetrahydro-6H-pyrido[3′,4′:4,5]pyrrolo[2,3-b]pyridine-6-carboxylate), C(C1=CC=CC=C1)OC1=CC(NC=C1)=O (4-benzyloxy pyridinone), C(=O)([O-])[O-].[Cs+].[Cs+] (Cs2CO3), N#N (N2). The reagents and catalysts are [Cu](I)I (copper iodide). Run in C(Cl)Cl.CO (CH2Cl2 MeOH), C1(=CC=CC=C1)C (toluene). Reaction conditions: temperature 105 celsius. Product: C(C1=CC=CC=C1)OC1=CC(N(C=C1)C1=CC=C2C(=N1)N(C1=C2C(N(CC1)C(=O)OC(C)(C)C)=O)C)=O (tert-Butyl 2-(4-(benzyloxy)-2-oxopyridin-1(2H)-yl)-9-methyl-5-oxo-5,7,8,9-tetrahydro-6H-pyrido[3′,4′:4,5]pyrrolo[2,3-b]pyridine-6-carboxylate). As a reaction SMILES: Br[C:2]1[N:7]=[C:6]2[N:8]([CH3:23])[C:9]3[CH2:14][CH2:13][N:12]([C:15]([O:17][C:18]([CH3:21])([CH3:20])[CH3:19])=[O:16])[C:11](=[O:22])[C:10]=3[C:5]2=[CH:4][CH:3]=1.[CH2:24]([O:31][C:32]1[CH:37]=[CH:36][NH:35][C:34](=[O:38])[CH:33]=1)[C:25]1[CH:30]=[CH:29][CH:28]=[CH:27][CH:26]=1.C([O-])([O-])=O.[Cs+].[Cs+].N#N.CN[C@@H]1CCCC[C@H]1NC>C1(C)C=CC=CC=1.C(Cl)Cl.CO.[Cu](I)I>[CH2:24]([O:31][C:32]1[CH:37]=[CH:36][N:35]([C:2]2[N:7]=[C:6]3[N:8]([CH3:23])[C:9]4[CH2:14][CH2:13][N:12]([C:15]([O:17][C:18]([CH3:21])([CH3:20])[CH3:19])=[O:16])[C:11](=[O:22])[C:10]=4[C:5]3=[CH:4][CH:3]=2)[C:34](=[O:38])[CH:33]=1)[C:25]1[CH:26]=[CH:27][CH:28]=[CH:29][CH:30]=1 |f:2.3.4,8.9|. Reported procedure: tert-Butyl 2-bromo-9-methyl-5-oxo-5,7,8,9-tetrahydro-6H-pyrido[3′,4′:4,5]pyrrolo[2,3-b]pyridine-6-carboxylate (140 mg, 0.37 mmol), 4-benzyloxy pyridinone (74 mg, 0.37 mmol), and Cs2CO3 (132 mg, 0.41 mmol) were suspended in toluene (2 mL), and the air was removed under vacuum at −70° C. for 15 min. The system was flushed with N2, and trans-N,N′-dimethylcyclohexane-1,2-diamine (0.12 mL, 0.74 mmol) and copper iodide (140 mg, 0.74 mmol) were added to the suspension. The evacuation/N2 flushing proces...